Dataset: the Open Reaction Database (ORD), a public repository of structured organic reaction records. Task: describe an organic reaction: reactants, conditions, products, and yield Reactants: CC=1C=C(C=CC1C(F)(F)F)C1=NC=2N(C(=C1)C(F)(F)F)N=CC2C(=O)O (5-(3-methyl-4-trifluoromethyl-phenyl)-7-trifluoromethyl-pyrazolo[1,5-a]pyrimidine-3-carboxylic acid), OCC(C)(C)NS(=O)(=O)C1=C(N=C(S1)N)C (2-amino-4-methyl-thiazole-5-sulfonic acid (2-hydroxy-1,1-dimethyl-ethyl)-amide). Product: OCC(C)(C)NS(=O)(=O)C1=C(N=C(S1)NC(=O)C=1C=NN2C1N=C(C=C2C(F)(F)F)C2=CC(=C(C=C2)C(F)(F)F)C)C (5-(3-Methyl-4-trifluoromethyl-phenyl)-7-trifluoromethyl-pyrazolo[1,5-a]pyrimidine-3-carboxylic acid [5-(2-hydroxy-1,1-dimethyl-ethylsulfamoyl)-4-methyl-thiazol-2-yl]-amide). Reaction SMILES: [CH3:1][C:2]1[CH:3]=[C:4]([C:12]2[CH:17]=[C:16]([C:18]([F:21])([F:20])[F:19])[N:15]3[N:22]=[CH:23][C:24]([C:25]([OH:27])=O)=[C:14]3[N:13]=2)[CH:5]=[CH:6][C:7]=1[C:8]([F:11])([F:10])[F:9].[OH:28][CH2:29][C:30]([NH:33][S:34]([C:37]1[S:41][C:40]([NH2:42])=[N:39][C:38]=1[CH3:43])(=[O:36])=[O:35])([CH3:32])[CH3:31]>>[OH:28][CH2:29][C:30]([NH:33][S:34]([C:37]1[S:41][C:40]([NH:42][C:25]([C:24]2[CH:23]=[N:22][N:15]3[C:16]([C:18]([F:20])([F:21])[F:19])=[CH:17][C:12]([C:4]4[CH:5]=[CH:6][C:7]([C:8]([F:9])([F:10])[F:11])=[C:2]([CH3:1])[CH:3]=4)=[N:13][C:14]=23)=[O:27])=[N:39][C:38]=1[CH3:43])(=[O:36])=[O:35])([CH3:32])[CH3:31]. Procedure details: The title compound was prepared from 5-(3-methyl-4-trifluoromethyl-phenyl)-7-trifluoromethyl-pyrazolo[1,5-a]pyrimidine-3-carboxylic acid (example C.8) and 2-amino-4-methyl-thiazole-5-sulfonic acid (2-hydroxy-1,1-dimethyl-ethyl)-amide (example B.3) according to general procedure II. Yellow solid. MS (ISP) 635.0 [(M+H)+]; mp 272° C.